Task: describe an organic reaction: reactants, conditions, products, and yield. Dataset: the Open Reaction Database (ORD), a public repository of structured organic reaction records Yields the product IC1=CC=CC=2N1N=C(N2)C (5-iodo-2-methyl[1,2,4]triazolo[1,5-a]pyridine). The reactants are CC1=NN2C(C=CC=C2)=N1 (2-methyl[1,2,4]triazolo[1,5-a]pyridine), II (iodine), O (Water). Conditions: temperature -78 celsius, time 30 minute. RXN SMILES: [CH3:1][C:2]1[N:10]=[C:5]2[CH:6]=[CH:7][CH:8]=[CH:9][N:4]2[N:3]=1.[I:11]I.O>O1CCCC1.C([Li])CCC.CCCCCC>[I:11][C:9]1[N:4]2[N:3]=[C:2]([CH3:1])[N:10]=[C:5]2[CH:6]=[CH:7][CH:8]=1 |f:4.5|. Procedure: To a solution of 2-methyl[1,2,4]triazolo[1,5-a]pyridine (63.2 g, 475 mmol) in tetrahydrofuran (1.37 L) was added dropwise 2.5 M n-butyllithium/hexane solution (5.62 mL, 8.99 mmol) at −78° C. and the mixture was stirred at −78° C. for 30 min. A solution of iodine (181 g, 712 mmol) in tetrahydrofuran (1.00 L) was added, and the mixture was stirred at −78° C. for 30 min, and at room temperature for 1 hr. Water (500 mL) was added to the reaction solution, and the mixture was extracted with ethyl ace... The yield is 36.6%. The reagents and catalysts are C(CCC)[Li].CCCCCC (n-butyllithium hexane). Run in O1CCCC1 (tetrahydrofuran), O1CCCC1 (tetrahydrofuran). Starting materials: Cl.CC1=NC2=CC=CC=C2C(=C1)COC1=CC=C(C=C1)S(=O)(=O)N[C@@H]1[C@@H](CNC1)C(=O)OC(C)(C)C (tert-butyl cis-4-[({4-[(2-methylquinolin-4-yl)methoxy]phenyl}sulfonyl)amino]pyrrolidine-3-carboxylate hydrochloride), C(=O)OCC (ethyl formate). The product is C(=O)N1C[C@H]([C@H](C1)NS(=O)(=O)C1=CC=C(C=C1)OCC1=CC(=NC2=CC=CC=C12)C)C(=O)OC(C)(C)C (tert-butyl cis-1-formyl-4-[({4-[(2-methylquinolin-4-yl)methoxy]phenyl}sulfonyl)amino]pyrrolidine-3-carboxylate). Isolated yield 61.0%. As a reaction SMILES: Cl.[CH3:2][C:3]1[CH:12]=[C:11]([CH2:13][O:14][C:15]2[CH:20]=[CH:19][C:18]([S:21]([NH:24][C@H:25]3[CH2:29][NH:28][CH2:27][C@H:26]3[C:30]([O:32][C:33]([CH3:36])([CH3:35])[CH3:34])=[O:31])(=[O:23])=[O:22])=[CH:17][CH:16]=2)[C:10]2[C:5](=[CH:6][CH:7]=[CH:8][CH:9]=2)[N:4]=1.[CH:37](OCC)=[O:38]>>[CH:37]([N:28]1[CH2:29][C@H:25]([NH:24][S:21]([C:18]2[CH:19]=[CH:20][C:15]([O:14][CH2:13][C:11]3[C:10]4[C:5](=[CH:6][CH:7]=[CH:8][CH:9]=4)[N:4]=[C:3]([CH3:2])[CH:12]=3)=[CH:16][CH:17]=2)(=[O:23])=[O:22])[C@H:26]([C:30]([O:32][C:33]([CH3:36])([CH3:35])[CH3:34])=[O:31])[CH2:27]1)=[O:38] |f:0.1|. Procedure details: According to the procedure of Example 17, Step 3, the reaction of 320.4 mg of tert-butyl cis-4-[({4-[(2-methylquinolin-4-yl)methoxy]phenyl}sulfonyl)amino]pyrrolidine-3-carboxylate hydrochloride with ethyl formate provided 191 mg (61% yield) of tert-butyl cis-1-formyl-4-[({4-[(2-methylquinolin-4-yl)methoxy]phenyl}sulfonyl)amino]pyrrolidine-3-carboxylate. MS: 526.2(M+H)+ Reactants: C(C)(C)(C)C=1C=C(C2=C(C(C=CO2)=O)C1)C(C)(C)C (6,8-di-t-butyl-benzopyran-4-one). Reagents/catalysts: [Pd] (Pd/C). Run in CCOC(=O)C (EtOAc). Reaction conditions: time 2 hour. Yields the product C(C)(C)(C)C=1C=C2C(CCOC2=C(C1)C(C)(C)C)=O (6,8-Di-t-butyl-chroman-4-one). Yield: 85.0%. Reaction SMILES: [C:1]([C:5]1[CH:6]=[C:7]([C:16]([CH3:19])([CH3:18])[CH3:17])[C:8]2[O:13][CH:12]=[CH:11][C:10](=[O:14])[C:9]=2[CH:15]=1)([CH3:4])([CH3:3])[CH3:2]>CCOC(C)=O.[Pd]>[C:1]([C:5]1[CH:15]=[C:9]2[C:8](=[C:7]([C:16]([CH3:19])([CH3:18])[CH3:17])[CH:6]=1)[O:13][CH2:12][CH2:11][C:10]2=[O:14])([CH3:4])([CH3:3])[CH3:2]. Procedure: To 1.0 g (3.87 mmol) of 4H-6,8-di-t-butyl-benzopyran-4-one in 8 mL of EtOAc was added 200 mg of 10% Pd/C. The mixture was degassed, followed by addition of H2 gas and stirred under an H2 gas atmosphere for 2 h at RT. After filtration (celite), the product was concentrated and purified (SiO2 chromatography, 5% EtOAc-hexanes) to give 857 mg (3.29 mmol) of 32 as a white solid (85% yield): TLC (5% EtOAc-hex) Rf 0.7; 1H-NMR (CDCl3) δ1.32 (s, 9H, CH3), 1.42 (s, 9H, CH3), 2.78 (t, J=6.0 Hz, 2H, CH2), 4... The reactants are C=O, C[Si](C)(C)CNCc1ccccc1, Cl, N#C[K], C1CCOC1. Product: C[Si](C)(C)CN(CC#N)Cc1ccccc1. Reaction SMILES: [CH2:18]=[O:19].[CH2:2]([c:3]1[cH:4][cH:5][cH:6][cH:7][cH:8]1)[NH:9][CH2:10][Si:11]([CH3:12])([CH3:13])[CH3:14].[ClH:1].[K:15][C:16]#[N:17].[O:20]1[CH2:21][CH2:22][CH2:23][CH2:24]1>>[CH2:2]([c:3]1[cH:4][cH:5][cH:6][cH:7][cH:8]1)[N:9]([CH2:10][Si:11]([CH3:12])([CH3:13])[CH3:14])[CH2:18][C:16]#[N:17]. The reactants are C(C)OC(C(CC1=C(C=C(C=C1)O)C)OCC)=O ([rac]-2-ethoxy-3-(4-hydroxy-2-methyl-phenyl)-propionic acid ethyl ester), C1(=CC=CC=C1)P(C1=CC=CC=C1)C1=CC=CC=C1 (triphenylphosphine), COC=1C=C(C=CC1)C=1SC(=C(N1)C)CO ([2-(3-methoxy-phenyl)-4-methyl-thiazol-5-yl]-methanol), COC=1C=C(C(=S)N)C=CC1 (3-methoxy-thiobenzamide), ClC(C(=O)OCC)C(=O)C (ethyl 2-chloro-acetoacetate), N(=NC(=O)OC(C)(C)C)C(=O)OC(C)(C)C (di-tert-butyl azodicarboxylate). Yields the product C(C)OC(C(CC1=C(C=C(C=C1)OCC1=C(N=C(S1)C1=CC(=CC=C1)OC)C)C)OCC)=O ([rac]-2-ethoxy-3-{4-[2-(3-methoxy-phenyl)-4-methyl-thiazol-5-ylmethoxy]-2-methyl-phenyl}-propionic acid ethyl ester). RXN SMILES: [CH2:1]([O:3][C:4](=[O:18])[CH:5]([O:15][CH2:16][CH3:17])[CH2:6][C:7]1[CH:12]=[CH:11][C:10]([OH:13])=[CH:9][C:8]=1[CH3:14])[CH3:2].[CH3:19][O:20][C:21]1[CH:22]=[C:23]([C:27]2[S:28][C:29]([CH2:33]O)=[C:30]([CH3:32])[N:31]=2)[CH:24]=[CH:25][CH:26]=1.COC1C=C(C=CC=1)C(N)=S.ClC(C(C)=O)C(OCC)=O.C1(P(C2C=CC=CC=2)C2C=CC=CC=2)C=CC=CC=1.N(C(OC(C)(C)C)=O)=NC(OC(C)(C)C)=O>>[CH2:1]([O:3][C:4](=[O:18])[CH:5]([O:15][CH2:16][CH3:17])[CH2:6][C:7]1[CH:12]=[CH:11][C:10]([O:13][CH2:33][C:29]2[S:28][C:27]([C:23]3[CH:24]=[CH:25][CH:26]=[C:21]([O:20][CH3:19])[CH:22]=3)=[N:31][C:30]=2[CH3:32])=[CH:9][C:8]=1[CH3:14])[CH3:2]. Procedure: In analogy to the procedure described in example 10 c], [rac]-2-ethoxy-3-(4-hydroxy-2-methyl-phenyl)-propionic acid ethyl ester (example 10 b]) was reacted with [2-(3-methoxy-phenyl)-4-methyl-thiazol-5-yl]-methanol (prepared from 3-methoxy-thiobenzamide [PCT Int. Appl. (2002), WO 0100433 A1] and ethyl 2-chloro-acetoacetate in analogy to the procedures described in example 33 a] and 33 b]) in the presence of triphenylphosphine and di-tert-butyl azodicarboxylate to yield [rac]-2-ethoxy-3-{4-[2-(3-...